Dataset: the Open Reaction Database (ORD), a public repository of structured organic reaction records. Task: describe an organic reaction: reactants, conditions, products, and yield The reactants are Cc1ccccc1, CC(C)(C)OC(=O)NC(CC=Cc1ccc(-c2cc(C(N)=O)c(NC(N)=O)s2)cc1)C(=O)OC1CCCC1, CC(C)O, [H][H]. Yields the product CC(C)(C)OC(=O)NC(CCCc1ccc(-c2cc(C(N)=O)c(NC(N)=O)s2)cc1)C(=O)OC1CCCC1. Reaction SMILES: [CH3:45][c:46]1[cH:47][cH:48][cH:49][cH:50][cH:51]1.[CH:3]1([O:8][C:9]([CH:10]([CH2:11][CH:12]=[CH:13][c:14]2[cH:15][cH:16][c:17](-[c:20]3[s:21][c:22]([NH:28][C:29]([NH2:30])=[O:31])[c:23]([C:25]([NH2:26])=[O:27])[cH:24]3)[cH:18][cH:19]2)[NH:32][C:33](=[O:34])[O:35][C:36]([CH3:37])([CH3:38])[CH3:39])=[O:40])[CH2:4][CH2:5][CH2:6][CH2:7]1.[CH:41]([OH:42])([CH3:43])[CH3:44].[H:1][H:2]>>[CH:3]1([O:8][C:9]([CH:10]([CH2:11][CH2:12][CH2:13][c:14]2[cH:15][cH:16][c:17](-[c:20]3[s:21][c:22]([NH:28][C:29]([NH2:30])=[O:31])[c:23]([C:25]([NH2:26])=[O:27])[cH:24]3)[cH:18][cH:19]2)[NH:32][C:33](=[O:34])[O:35][C:36]([CH3:37])([CH3:38])[CH3:39])=[O:40])[CH2:4][CH2:5][CH2:6][CH2:7]1. Conditions: temperature 65 celsius, time 16 hour. Starting materials: O[C@H](C(=O)N[C@H](C(=O)N([C@H](/C=C(/C(=O)OCC)\C)C(C)C)C)C(C)(C)C)C(C)(C1=CC=CC=C1)C (ethyl (E,4S)-4-[((2S)-2-{[(2S)-2-hydroxy-3-methyl-3-phenylbutanoyl]amino}-3,3-dimethylbutanoyl)(methyl)amino]-2,5-dimethyl-2-hexenoate), O[C@@H](C(=O)N[C@H](C(=O)N([C@H](/C=C(/C(=O)OCC)\C)C(C)C)C)C(C)(C)C)C(C)(C1=CC=CC=C1)C (ethyl (E,4S)-4-[((2S)-2-{[(2R)-2-hydroxy-3-methyl-3-phenylbutanoyl]amino}-3,3-dimethylbutanoyl)(methyl)amino]-2,5-dimethyl-2-hexenoate), O (water), O.[OH-].[Li+] (lithium hydroxide monohydrate). As a reaction SMILES: [OH:1][C@@H:2]([C:27]([CH3:35])([C:29]1[CH:34]=[CH:33][CH:32]=[CH:31][CH:30]=1)[CH3:28])[C:3]([NH:5][C@@H:6]([C:23]([CH3:26])([CH3:25])[CH3:24])[C:7]([N:9]([CH3:22])[C@@H:10]([CH:19]([CH3:21])[CH3:20])/[CH:11]=[C:12](\[CH3:18])/[C:13]([O:15]CC)=[O:14])=[O:8])=[O:4].O[C@H](C(C)(C1C=CC=CC=1)C)C(N[C@@H](C(C)(C)C)C(N(C)[C@@H](C(C)C)/C=C(\C)/C(OCC)=O)=O)=O.O.O.[OH-].[Li+]>CO.O1CCCC1>[OH:1][C@H:2]([C:27]([CH3:35])([C:29]1[CH:30]=[CH:31][CH:32]=[CH:33][CH:34]=1)[CH3:28])[C:3]([NH:5][C@H:6]([C:7]([N:9]([CH3:22])[C@@H:10]([CH:19]([CH3:21])[CH3:20])/[CH:11]=[C:12](\[CH3:18])/[C:13]([OH:15])=[O:14])=[O:8])[C:23]([CH3:24])([CH3:25])[CH3:26])=[O:4] |f:3.4.5|. Reported procedure: A 1:1 mixture of ethyl (E,4S)-4-[((2S)-2-{[(2S)-2-hydroxy-3-methyl-3-phenylbutanoyl]amino}-3,3-dimethylbutanoyl)(methyl)amino]-2,5-dimethyl-2-hexenoate and ethyl (E,4S)-4-[((2S)-2-{[(2R)-2-hydroxy-3-methyl-3-phenylbutanoyl]amino}-3,3-dimethylbutanoyl)(methyl)amino]-2,5-dimethyl-2-hexenoate (0.34 g, 0.70 mmol, from Reference Example 41) is dissolved in methanol (3.2 mL) and tetrahydrofuran (3.2 mL). To this solution is added water (1.6 mL) and lithium hydroxide monohydrate (64 mg, 1.5 mmol), and ... The solvent is CO (methanol), O1CCCC1 (tetrahydrofuran). The product is O[C@@H](C(=O)N[C@@H](C(C)(C)C)C(=O)N([C@H](/C=C(/C(=O)O)\C)C(C)C)C)C(C)(C1=CC=CC=C1)C ((E,4S)-4-[{N-[(2R)-2-hydroxy-3-methyl-3-phenylbutanoyl]-3-methyl-L-valyl}(methyl)amino]-2,5-dimethyl-2-hexenoic acid).